Dataset: the Open Reaction Database (ORD), a public repository of structured organic reaction records. Task: describe an organic reaction: reactants, conditions, products, and yield Starting materials: BrC/C=C/C(=O)OCC (ethyl 4-bromocrotonate), FC(C=1C=C(C=CC1)N1CCNCC1)(F)F (1-(3-trifluoromethylphenyl)-piperazine). Solvent: C1(=CC=CC=C1)C (toluene). Product: C(C)OC(C(=CC)N1CCN(CC1)C1=CC(=CC=C1)C(F)(F)F)=O (4-(3-trifluoromethylphenyl)piperazin-1-ylbut-2-enoic acid ethyl ester). As a reaction SMILES: Br[CH2:2]/[CH:3]=[CH:4]/[C:5]([O:7][CH2:8][CH3:9])=[O:6].[F:10][C:11]([F:25])([F:24])[C:12]1[CH:13]=[C:14]([N:18]2[CH2:23][CH2:22][NH:21][CH2:20][CH2:19]2)[CH:15]=[CH:16][CH:17]=1>C1(C)C=CC=CC=1>[CH2:8]([O:7][C:5](=[O:6])[C:4]([N:21]1[CH2:20][CH2:19][N:18]([C:14]2[CH:15]=[CH:16][CH:17]=[C:12]([C:11]([F:24])([F:25])[F:10])[CH:13]=2)[CH2:23][CH2:22]1)=[CH:3][CH3:2])[CH3:9]. Reported procedure: Over a period of 20 minutes 29 g of ethyl 4-bromocrotonate are added to 69 g of 1-(3-trifluoromethylphenyl)-piperazine dissolved in 300 ml of anhydrous toluene. The mixture is then heated at reflux for 1 hour. After cooling, the hydrobromide is filtered with suction and the filtrate is concentrate to dryness in vacuo. In this manner crude 4-(3-trifluoromethylphenyl)piperazin-1-ylbut-2-enoic acid ethyl ester is obtained in theoretical yield. Product: BrC1=CC=C(C=C1)C(C)NCCC(C(C)C)(CC=C)O (3-{2-[1-(4-bromo-phenyl)-ethylamino]-ethyl}-2-methyl-hex-5-en-3-ol). As a reaction SMILES: COC(=O)[N:4]([CH:12]([C:14]1[CH:19]=[CH:18][C:17]([Br:20])=[CH:16][CH:15]=1)[CH3:13])[CH2:5][CH2:6][C:7](=[O:11])[CH:8]([CH3:10])[CH3:9].[Br-].[CH2:23]1[CH2:27]OC[CH2:24]1>>[Br:20][C:17]1[CH:16]=[CH:15][C:14]([CH:12]([NH:4][CH2:5][CH2:6][C:7]([OH:11])([CH2:27][CH:23]=[CH2:24])[CH:8]([CH3:9])[CH3:10])[CH3:13])=[CH:19][CH:18]=1. Procedure: To a solution of [1-(4-bromo-phenyl)-ethyl]-(4-methyl-3-oxo-pentyl)-carbamic acid methyl ester (1.78 g, 5 mmol) in dried THF (20 mL) was added allymagnesium bromide (1 M, 25 mL, 25 mmol) dropwise at −78° C. The mixture was stirred overnight. The reaction was quenched with aqueous sat. NH4Cl. The mixture was extracted with EtOAc. The organic phase was dried over Na2SO4, and condensed to give 3-{2-[1-(4-bromo-phenyl)-ethylamino]-ethyl}-2-methyl-hex-5-en-3-ol (2.2 g, crude). Reaction conditions: time 8 hour. The reactants are COC(N(CCC(C(C)C)=O)C(C)C1=CC=C(C=C1)Br)=O ([1-(4-bromo-phenyl)-ethyl]-(4-methyl-3-oxo-pentyl)-carbamic acid methyl ester), [Br-] (bromide), C1CCOC1 (THF). The reactants are COC(=O)c1cc(Br)c(=O)n(-c2ccccc2)c1, O=C([O-])O, CC(C)C[Al+]CC(C)C, Cc1ccccc1, COC(=O)c1cc(-c2ccccc2Cl)c(=O)n(-c2ccccc2)c1, OB(O)c1ccccc1Cl, Cl, [H-], [Na+]. The product is O=c1c(-c2ccccc2Cl)cc(CO)cn1-c1ccccc1. Reaction SMILES: [Br:25][c:26]1[c:27](=[O:28])[n:29](-[c:30]2[cH:31][cH:32][cH:33][cH:34][cH:35]2)[cH:36][c:37]([C:38]([O:39][CH3:40])=[O:41])[cH:42]1.[C:64](=[O:65])([O-:66])[OH:67].[CH2:54]([Al+:55][CH2:56][CH:57]([CH3:58])[CH3:59])[CH:60]([CH3:61])[CH3:62].[CH3:69][c:70]1[cH:71][cH:72][cH:73][cH:74][cH:75]1.[Cl:1][c:2]1[c:3](-[c:8]2[c:9](=[O:24])[n:10](-[c:18]3[cH:19][cH:20][cH:21][cH:22][cH:23]3)[cH:11][c:12]([C:14](=[O:15])[O:16][CH3:17])[cH:13]2)[cH:4][cH:5][cH:6][cH:7]1.[Cl:43][c:44]1[cH:45][cH:46][cH:47][cH:48][c:49]1[B:50]([OH:51])[OH:52].[ClH:63].[H-:53].[Na+:68]>>[Cl:1][c:2]1[c:3](-[c:8]2[c:9](=[O:24])[n:10](-[c:18]3[cH:19][cH:20][cH:21][cH:22][cH:23]3)[cH:11][c:12]([CH2:14][OH:15])[cH:13]2)[cH:4][cH:5][cH:6][cH:7]1. The reactants are Cl (hydrogen chloride), C(C)(=O)S[C@H]1C[C@H](N(C1)C(=O)OCC1=CC=C(C=C1)[N+](=O)[O-])C(=O)N1CCN(CC1)CCOC(=O)OCC1=CC=C(C=C1)[N+](=O)[O-] ((2S,4S)-4-acetylthio-2-{4-[2-(4-nitrobenzyloxycarbonyl)oxyethyl]-1-piperazinylcarbonyl}-1-(4-nitrobenzyloxycarbonyl)pyrrolidine). Solvent: O1CCOCC1 (1,4-dioxane). Run at temperature 50 celsius, time 1 hour. The product is S[C@H]1C[C@H](N(C1)C(=O)OCC1=CC=C(C=C1)[N+](=O)[O-])C(=O)N1CCN(CC1)CCOC(=O)OCC1=CC=C(C=C1)[N+](=O)[O-] ((2S,4S)-4-Mercapto-2-(4-[2-(4-nitrobenzyloxycarbonyl)oxyethyl]-1-piperazinylcarbonyl)-1-(4-nitrobenzyloxycarbonyl)pyrrolidine). Yield: 73.6%. Reaction SMILES: Cl.C([S:5][C@@H:6]1[CH2:10][N:9]([C:11]([O:13][CH2:14][C:15]2[CH:20]=[CH:19][C:18]([N+:21]([O-:23])=[O:22])=[CH:17][CH:16]=2)=[O:12])[C@H:8]([C:24]([N:26]2[CH2:31][CH2:30][N:29]([CH2:32][CH2:33][O:34][C:35]([O:37][CH2:38][C:39]3[CH:44]=[CH:43][C:42]([N+:45]([O-:47])=[O:46])=[CH:41][CH:40]=3)=[O:36])[CH2:28][CH2:27]2)=[O:25])[CH2:7]1)(=O)C>O1CCOCC1>[SH:5][C@@H:6]1[CH2:10][N:9]([C:11]([O:13][CH2:14][C:15]2[CH:16]=[CH:17][C:18]([N+:21]([O-:23])=[O:22])=[CH:19][CH:20]=2)=[O:12])[C@H:8]([C:24]([N:26]2[CH2:27][CH2:28][N:29]([CH2:32][CH2:33][O:34][C:35]([O:37][CH2:38][C:39]3[CH:40]=[CH:41][C:42]([N+:45]([O-:47])=[O:46])=[CH:43][CH:44]=3)=[O:36])[CH2:30][CH2:31]2)=[O:25])[CH2:7]1. Procedure details: 600 ml of a 10% w/v methanolic solution of hydrogen chloride were added to a solution of 140 g of (2S,4S)-4-acetylthio-2-{4-[2-(4-nitrobenzyloxycarbonyl)oxyethyl]-1-piperazinylcarbonyl}-1-(4-nitrobenzyloxycarbonyl)pyrrolidine [prepared as described in step 90(b)(ii) or 90(c)(ii) above] in 150 ml of 1,4-dioxane, and the resulting mixture was stirred at 50° C. for 1 hour. At the end of this time, the reaction mixture was concentrated by evaporation under reduced pressure, and the concentrate was d... Product: Cl.C[C@@H](CC)OC=1C=CC=2CNCCOC2N1 (8-{[(1S)-1-methylpropyl]oxy}-2,3,4,5-tetrahydropyrido[3,2-f][1,4]oxazepine hydrochloride). Conditions: time 3 hour. RXN SMILES: [CH3:1][C@H:2]([O:5][C:6]1[CH:7]=[CH:8][C:9]2[CH2:10][N:11](C(OC(C)(C)C)=O)[CH2:12][CH2:13][O:14][C:15]=2[N:16]=1)[CH2:3][CH3:4].[ClH:24].C(OCC)(=O)C>>[ClH:24].[CH3:1][C@H:2]([O:5][C:6]1[CH:7]=[CH:8][C:9]2[CH2:10][NH:11][CH2:12][CH2:13][O:14][C:15]=2[N:16]=1)[CH2:3][CH3:4] |f:1.2,3.4|. Procedure details: A mixture of the compound obtained in step 1 (0.70 g) and 4N hydrogen chloride/ethyl acetate (5 mL) was stirred at room temperature for 3 hr. The precipitate was collected by filtration, and the aqueous layer was basified and extracted with ethyl acetate and aqueous sodium hydroxide solution. The organic layer was washed with saturated brine and dried, and the solvent was evaporated under reduced pressure. Ethyl acetate was added to the residue, and 4N hydrogen chloride/ethyl acetate was added. ... Isolated yield 70.0%. Starting materials: C[C@@H](CC)OC=1C=CC=2CN(CCOC2N1)C(=O)OC(C)(C)C (tert-butyl 8-{[(1S)-1-methylpropyl]oxy}-2,3-dihydropyrido[3,2-f][1,4]oxazepine-4(5H)-carboxylate), Cl.C(C)(=O)OCC (hydrogen chloride ethyl acetate). The reactants are [BH4-], CCO, CCC(CC)n1cc(N)c(=O)c2cc(F)c(NC3CCCCC3)cc21, [Na+], O, OCn1nnc2ccccc21. Yields the product CCC(CC)n1cc(NC)c(=O)c2cc(F)c(NC3CCCCC3)cc21. As a reaction SMILES: [BH4-:40].[CH3:1][CH2:2][OH:3].[NH2:4][c:5]1[cH:6][n:7]([CH:24]([CH2:25][CH3:26])[CH2:27][CH3:28])[c:8]2[cH:9][c:10]([NH:17][CH:18]3[CH2:19][CH2:20][CH2:21][CH2:22][CH2:23]3)[c:11]([F:16])[cH:12][c:13]2[c:14]1=[O:15].[Na+:41].[OH2:42].[n:29]1([CH2:30][OH:31])[c:32]2[cH:33][cH:34][cH:35][cH:36][c:37]2[n:38][n:39]1>>[CH3:1][NH:4][c:5]1[cH:6][n:7]([CH:24]([CH2:25][CH3:26])[CH2:27][CH3:28])[c:8]2[cH:9][c:10]([NH:17][CH:18]3[CH2:19][CH2:20][CH2:21][CH2:22][CH2:23]3)[c:11]([F:16])[cH:12][c:13]2[c:14]1=[O:15]. Reactants: FC(C1=CC=C(C=C1)C=CC(N)=S)(F)F (3-(4-Trifluoromethyl-phenyl)-acrylthioamide), ClCC(=O)CCl (1,3-dichloroacetone). The solvent is CC(=O)C (acetone). Yields the product Cl.ClCC(CSC(C=CC1=CC=C(C=C1)C(F)(F)F)=N)=O (3-(4-trifluoromethyl-phenyl)-thioacrylimidic acid 3-chloro-2-oxo-propyl ester hydrochloride). The yield is 70.1%. Reaction SMILES: [F:1][C:2]([F:15])([F:14])[C:3]1[CH:8]=[CH:7][C:6]([CH:9]=[CH:10][C:11](=[S:13])[NH2:12])=[CH:5][CH:4]=1.[Cl:16][CH2:17][C:18]([CH2:20]Cl)=[O:19]>CC(C)=O>[ClH:16].[Cl:16][CH2:17][C:18](=[O:19])[CH2:20][S:13][C:11](=[NH:12])[CH:10]=[CH:9][C:6]1[CH:7]=[CH:8][C:3]([C:2]([F:1])([F:14])[F:15])=[CH:4][CH:5]=1 |f:3.4|. Procedure details: 2.30 g (9.95 mmol) 3-(4-Trifluoromethyl-phenyl)-acrylthioamide, 2.52 g (19.90 mmol) 1,3-dichloroacetone and 75 ml acetone were stirred at room temperature for 24 h. The precipitate was isolated and dried, yielding 2.50 g (70%) 3-(4-trifluoromethyl-phenyl)-thioacrylimidic acid 3-chloro-2-oxo-propyl ester hydrochloride.